Dataset: the Open Reaction Database (ORD), a public repository of structured organic reaction records. Task: describe an organic reaction: reactants, conditions, products, and yield Conditions: temperature 120 celsius, time 7 hour. Procedure details: To 7.70 g (24.1 mmol) (4-bromo-2-fluoro-benzyloxy)-tert-butyl-dimethyl-silane (preparation 16a) in 8 mL 1,4-dioxane is added 937 mg (4.82 mmol) Cu(I)-iodide. The reaction mixture is flushed with argon and 7.23 g (48.2 mmol) sodium iodide and 1.03 mL (9.65 mmol) N,N-dimethylethylen-diamine are added. The mixture is stirred at 120° C. for 7 h in a sealed tube. The reaction mixture is diluted at RT with 5% aqueous NH3-solution and the aqueous phase is extracted with EtOAc. The combined organic phas... The product is C(C)(C)(C)[Si](C)(C)OCC1=C(C=C(C=C1)I)F (tert-Butyl-(2-fluoro-4-iodo-benzyloxy)-dimethyl-silane). Reaction SMILES: Br[C:2]1[CH:16]=[CH:15][C:5]([CH2:6][O:7][Si:8]([C:11]([CH3:14])([CH3:13])[CH3:12])([CH3:10])[CH3:9])=[C:4]([F:17])[CH:3]=1.[I-:18].[Na+].CN(C)CCN>O1CCOCC1.N>[C:11]([Si:8]([O:7][CH2:6][C:5]1[CH:15]=[CH:16][C:2]([I:18])=[CH:3][C:4]=1[F:17])([CH3:10])[CH3:9])([CH3:14])([CH3:13])[CH3:12] |f:1.2|. Reactants: BrC1=CC(=C(CO[Si](C)(C)C(C)(C)C)C=C1)F ((4-Bromo-2-fluoro-benzyloxy)-tert-butyl-dimethyl-silane), Cu(I) iodide, [I-].[Na+] (sodium iodide), CN(CCN)C (N,N-dimethylethylen-diamine). Solvent: O1CCOCC1 (1,4-dioxane), N (NH3). The reactants are BrC1=NC(=CC=C1)Br (2,6-dibromopyridine), C1(=CC=CC=C1)B(O)O (phenylboronic acid), C([O-])([O-])=O.[K+].[K+] (potassium carbonate). Solvent: C(OC)COC (dimethoxyethane), O (water). Reaction conditions: time 3 hour. Product: BrC1=NC(=CC=C1)C1=CC=CC=C1 (2-bromo-6-phenylpyridine). The yield is 34.4%. As a reaction SMILES: Br[C:2]1[CH:7]=[CH:6][CH:5]=[C:4]([Br:8])[N:3]=1.[C:9]1(B(O)O)[CH:14]=[CH:13][CH:12]=[CH:11][CH:10]=1.C(=O)([O-])[O-].[K+].[K+]>C(COC)OC.O>[Br:8][C:4]1[CH:5]=[CH:6][CH:7]=[C:2]([C:9]2[CH:14]=[CH:13][CH:12]=[CH:11][CH:10]=2)[N:3]=1 |f:2.3.4|. Procedure details: In a 3-neck 1 L round-bottom flask fitted with a condenser, nitrogen inlet, and 2 stoppers was added 2,6-dibromopyridine (15.3 g, 64.58 mmol), phenylboronic acid (7.87 g, 64.58 mmol), and potassium carbonate (17:85 g, 129.16 mmol) in 228 mL of dimethoxyethane and 150 mL of water. Nitrogen was bubbled directly into the mixture for 15 minutes. Tetrakis(triphenylphosphine)palladium (0) was added (1.85 g, 1.60 mmol) and the reaction mixture was heated to reflux. The reaction was complete after 3 h o... The reactants are ClC=1C=C(C=CC1Cl)C1=NC(=NC(=C1)C)N1C=NC(=C1)[Sn](CCCC)(CCCC)CCCC (4-(3,4-dichloro-phenyl)-6-methyl-2-(4-tributylstannanyl-imidazol-1-yl)-pyrimidine), CCCCCCC (Heptane), BrC=1C=C(C=CC1)CS(=O)(=O)CC1=CC(=CC=C1)Br (3-bromo-phenylmethyl sulfone), tetrakis(triphenyl-phosphine)palladium. Run in C1(=CC=CC=C1)C (toluene). Conditions: time 1 hour. The product is ClC=1C=C(C=CC1Cl)C1=NC(=NC(=C1)C)N1C=NC(=C1)C1=CC(=CC=C1)S(=O)(=O)C (4-(3,4-Dichloro-phenyl)-2-[4-(3-methanesulfonyl-phenyl)-imidazol-1-yl]-6-methyl-pyrimidine). Yield: 78.0%. RXN SMILES: [Cl:1][C:2]1[CH:3]=[C:4]([C:9]2[CH:14]=[C:13]([CH3:15])[N:12]=[C:11]([N:16]3[CH:20]=[C:19]([Sn](CCCC)(CCCC)CCCC)[N:18]=[CH:17]3)[N:10]=2)[CH:5]=[CH:6][C:7]=1[Cl:8].BrC1C=C([CH2:41][S:42](CC2C=CC=C(Br)C=2)(=[O:44])=[O:43])C=CC=1.C[CH2:54][CH2:55][CH2:56][CH2:57][CH2:58][CH3:59]>C1(C)C=CC=CC=1>[Cl:1][C:2]1[CH:3]=[C:4]([C:9]2[CH:14]=[C:13]([CH3:15])[N:12]=[C:11]([N:16]3[CH:20]=[C:19]([C:55]4[CH:56]=[CH:57][CH:58]=[C:59]([S:42]([CH3:41])(=[O:44])=[O:43])[CH:54]=4)[N:18]=[CH:17]3)[N:10]=2)[CH:5]=[CH:6][C:7]=1[Cl:8]. Reported procedure: A stirred mixture of 4-(3,4-dichloro-phenyl)-6-methyl-2-(4-tributylstannanyl-imidazol-1-yl)-pyrimidine (Example G.4) (0.45 g, 0.76 mmol), commercially available 3-bromo-phenylmethyl sulfone (0.20 g, 0.83 mmol), tetrakis(triphenyl-phosphine)palladium (0.053 g, 0.046 mmol) in toluene (8 mL) was heated under reflux conditions for 15 h. Heptane (10 mL) was added at room temperature and the mixture was stirred for 1 h. The precipitate was collected by filtration, washed with heptane and dried to yiel... Solvent: C(C)(=O)O (acetic acid). Starting materials: C(C)(=O)[O-].[Na+] (sodium acetate), [Cl-].CC(C)=C.CC(C)=C.CC(C)=C (triisobutylene chloride). As a reaction SMILES: [C:1]([O-:4])(=[O:3])[CH3:2].[Na+].[Cl-].[CH3:7][C:8](=[CH2:10])[CH3:9].[CH3:11][C:12](=[CH2:14])[CH3:13].[CH3:15][C:16](=[CH2:18])[CH3:17]>C(O)(=O)C>[C:1]([OH:4])(=[O:3])[CH3:2].[CH3:9][C:8](=[CH2:7])[CH3:10].[CH3:13][C:12](=[CH2:11])[CH3:14].[CH3:17][C:16](=[CH2:15])[CH3:18] |f:0.1,2.3.4.5,7.8.9.10|. Procedure details: Into a 5 liter reaction vessel is placed 820 grams of sodium acetate and 1800 grams of acetic acid. The mixture, with stirring is heated to a 100° C. While maintaining the temperature at 100° C. over a period of one hour, 1500 grams of the triisobutylene chloride prepared according to Example I is added to the reaction mass. At the end of the one hour period, the temperature is raised to 120° C. at reflux and maintained at reflux for a period of two hours. At the end of the two hour period, acet... Conditions: temperature 100 celsius. Product: C(C)(=O)O.CC(C)=C.CC(C)=C.CC(C)=C (Triisobutylene Acetate). The reactants are CCN=C=NCCCN(C)C, CCN(C(C)C)C(C)C, Cl, Cl, N#Cc1cccc(OC2CCNCC2)c1, CN(C)C=O, O, On1nnc2ccccc21, O=C(O)CC(=O)Nc1ccc(-c2ccccc2)cc1. Yields the product N#Cc1cccc(OC2CCN(C(=O)CC(=O)Nc3ccc(-c4ccccc4)cc3)CC2)c1. RXN SMILES: [CH3:39][CH2:40][N:41]=[C:42]=[N:43][CH2:44][CH2:45][CH2:46][N:47]([CH3:48])[CH3:49].[CH:1]([N:2]([CH2:3][CH3:4])[CH:5]([CH3:6])[CH3:7])([CH3:8])[CH3:9].[ClH:50].[ClH:51].[NH:52]1[CH2:53][CH2:54][CH:55]([O:58][c:59]2[cH:60][c:61]([C:62]#[N:63])[cH:64][cH:65][cH:66]2)[CH2:56][CH2:57]1.[O:67]=[CH:68][N:69]([CH3:70])[CH3:71].[OH2:72].[OH:29][n:30]1[c:31]2[c:32]([cH:33][cH:34][cH:35][cH:36]2)[n:37][n:38]1.[c:10]1(-[c:23]2[cH:24][cH:25][cH:26][cH:27][cH:28]2)[cH:11][cH:12][c:13]([NH:16][C:17]([CH2:18][C:19](=[O:20])[OH:21])=[O:22])[cH:14][cH:15]1>>[c:10]1(-[c:23]2[cH:24][cH:25][cH:26][cH:27][cH:28]2)[cH:11][cH:12][c:13]([NH:16][C:17]([CH2:18][C:19](=[O:21])[N:52]2[CH2:53][CH2:54][CH:55]([O:58][c:59]3[cH:60][c:61]([C:62]#[N:63])[cH:64][cH:65][cH:66]3)[CH2:56][CH2:57]2)=[O:22])[cH:14][cH:15]1. The reactants are COC1=CC=C(C=C1)B(O)O ((4-Methoxyphenyl) boronic acid), C([O-])([O-])=O.[K+].[K+] (potassium carbonate), C(C1=CC=CC=C1)ON1C([C@@H](CC=CC1)NS(=O)(=O)C=1SC(=CC1)Br)=O ((R)-5-Bromo-thiophene-2-sulfonic acid (1-benzyloxy-2-oxo-2,3,4,7-tetrahydro-1H-azepin-3-yl)-amide). Reagents/catalysts: C=1C=CC(=CC1)[P](C=2C=CC=CC2)(C=3C=CC=CC3)[Pd]([P](C=4C=CC=CC4)(C=5C=CC=CC5)C=6C=CC=CC6)([P](C=7C=CC=CC7)(C=8C=CC=CC8)C=9C=CC=CC9)[P](C=1C=CC=CC1)(C=1C=CC=CC1)C=1C=CC=CC1 (tetrakis(triphenylphosphine)palladium). The solvent is C1CCOC1 (THF). Product: C(C1=CC=CC=C1)ON1C([C@@H](CC=CC1)NS(=O)(=O)C=1SC(=CC1)C1=CC=C(C=C1)OC)=O ((R)-5-(4-Methoxy-phenyl)-thiophene-2-sulfonic acid (1-benzyloxy-2-oxo-2,3,4,7-tetrahydro-1H-azepin-3-yl)-amide). Yield: 51.6%. As a reaction SMILES: [CH2:1]([O:8][N:9]1[CH2:15][CH:14]=[CH:13][CH2:12][C@@H:11]([NH:16][S:17]([C:20]2[S:21][C:22](Br)=[CH:23][CH:24]=2)(=[O:19])=[O:18])[C:10]1=[O:26])[C:2]1[CH:7]=[CH:6][CH:5]=[CH:4][CH:3]=1.[CH3:27][O:28][C:29]1[CH:34]=[CH:33][C:32](B(O)O)=[CH:31][CH:30]=1.C(=O)([O-])[O-].[K+].[K+]>C1COCC1.C1C=CC([P]([Pd]([P](C2C=CC=CC=2)(C2C=CC=CC=2)C2C=CC=CC=2)([P](C2C=CC=CC=2)(C2C=CC=CC=2)C2C=CC=CC=2)[P](C2C=CC=CC=2)(C2C=CC=CC=2)C2C=CC=CC=2)(C2C=CC=CC=2)C2C=CC=CC=2)=CC=1>[CH2:1]([O:8][N:9]1[CH2:15][CH:14]=[CH:13][CH2:12][C@@H:11]([NH:16][S:17]([C:20]2[S:21][C:22]([C:32]3[CH:33]=[CH:34][C:29]([O:28][CH3:27])=[CH:30][CH:31]=3)=[CH:23][CH:24]=2)(=[O:19])=[O:18])[C:10]1=[O:26])[C:2]1[CH:7]=[CH:6][CH:5]=[CH:4][CH:3]=1 |f:2.3.4,^1:52,54,73,92|. Procedure: (R)-5-Bromo-thiophene-2-sulfonic acid (1-benzyloxy-2-oxo-2,3,4,7-tetrahydro-1H-azepin-3-yl)-amide (100 mg, 0.28 mmol) from example 16 was dissolved in THF (3 mL). (4-Methoxyphenyl) boronic acid (64 mg, 0.42 mmol), potassium carbonate (80 mg, 0.56 mmol) and tetrakis(triphenylphosphine)palladium (16 mg, 0.014 mmol) were added at room temperature. The mixture in a sealed vessel was irradiated in microwave oven at 150° C. for 20 min. The resulting reaction mixture was filtered. The solids were washe... Starting materials: O (water), BrC=1C=C(C=2C=NN(C2C1)S(=O)(=O)C1=CC=CC=C1)N (6-Bromo-1-(phenylsulfonyl)-1H-indazol-4-amine), CC1(OB(OC1(C)C)C1=C2C=CNC2=CC=C1)C (4-(4,4,5,5-tetramethyl-1,3,2-dioxaborolan-2-yl)-1H-indole), C([O-])([O-])=O.[Na+].[Na+] (sodium carbonate). Reagents/catalysts: C1=CC=C(C=C1)P([C-]2C=CC=C2)C3=CC=CC=C3.C1=CC=C(C=C1)P([C-]2C=CC=C2)C3=CC=CC=C3.Cl[Pd]Cl.[Fe+2] (Pd(dppf)Cl2). Solvent: O1CCOCC1 (1,4-dioxane). Product: N1C=CC2=C(C=CC=C12)C=1C=C(C=2C=NN(C2C1)S(=O)(=O)C1=CC=CC=C1)N (6-(1H-Indol-4-yl)-1-(phenylsulfonyl)-1H-indazol-4-amine). RXN SMILES: Br[C:2]1[CH:3]=[C:4]([NH2:20])[C:5]2[CH:6]=[N:7][N:8]([S:11]([C:14]3[CH:19]=[CH:18][CH:17]=[CH:16][CH:15]=3)(=[O:13])=[O:12])[C:9]=2[CH:10]=1.CC1(C)C(C)(C)OB([C:29]2[CH:37]=[CH:36][CH:35]=[C:34]3[C:30]=2[CH:31]=[CH:32][NH:33]3)O1.C(=O)([O-])[O-].[Na+].[Na+].O>O1CCOCC1.C1C=CC(P(C2C=CC=CC=2)[C-]2C=CC=C2)=CC=1.C1C=CC(P(C2C=CC=CC=2)[C-]2C=CC=C2)=CC=1.Cl[Pd]Cl.[Fe+2]>[NH:33]1[C:34]2[C:30](=[C:29]([C:2]3[CH:3]=[C:4]([NH2:20])[C:5]4[CH:6]=[N:7][N:8]([S:11]([C:14]5[CH:19]=[CH:18][CH:17]=[CH:16][CH:15]=5)(=[O:13])=[O:12])[C:9]=4[CH:10]=3)[CH:37]=[CH:36][CH:35]=2)[CH:31]=[CH:32]1 |f:2.3.4,7.8.9.10|. Reported procedure: 6-Bromo-1-(phenylsulfonyl)-1H-indazol-4-amine (3 g), 4-(4,4,5,5-tetramethyl-1,3,2-dioxaborolan-2-yl)-1H-indole (2.278 g), Pd(dppf)Cl2 (0.623 g) and sodium carbonate (2.71 g) were divided between 2 microwave vials and dissolved in 1,4-dioxane (16 ml) and water (16 ml) to give 8 ml of each solvent in each vial. The vials were heated in the microwave at 100° C. for 10 min. The mixtures were combined and filtered through Celite, washing with ethyl acetate. The resulting mixture was partitioned betwe... Starting materials: C1(=C(C(=O)C(=C(C1=O)Cl)Cl)Cl)Cl (chloranil), C(C)C1=CC=C(C=C1)C1=CC=C(C=C1)C1=CCC(CC1)[C@@H]1CC[C@H](CC1)CC (4-Ethyl-4'-[4'-(trans-4-ethylcyclohexyl)cyclohexen-1-yl]biphenyl), C=1(C(=CC=CC1)C)C (xylene), C1(=CC=CC=C1)C (toluene). Product: C(C)C1=CC=C(C=C1)C=1C(=CC(=CC1)[C@@H]1CC[C@H](CC1)CC)C1=CC=CC=C1 (4-ethyl-4'-(trans-4-ethylcyclohexyl)terphenyl). As a reaction SMILES: C(C1C=CC(C2C=CC([C:15]3[CH2:20][CH2:19][CH:18]([C@H:21]4[CH2:26][CH2:25][C@H:24]([CH2:27][CH3:28])[CH2:23][CH2:22]4)[CH2:17][CH:16]=3)=CC=2)=CC=1)C.[C:29]1(Cl)[C:35](=O)[C:34](Cl)=[C:33](Cl)[C:31](=O)[C:30]=1Cl.[C:41]1(C)[CH:46]=[CH:45][CH:44]=[CH:43][CH:42]=1.[C:48]1(C)C(C)=CC=C[CH:53]=1>>[CH2:27]([C:24]1[CH:23]=[CH:22][C:21]([C:18]2[C:19]([C:41]3[CH:42]=[CH:43][CH:44]=[CH:45][CH:46]=3)=[CH:20][C:15]([C@H:29]3[CH2:35][CH2:34][C@H:33]([CH2:48][CH3:53])[CH2:31][CH2:30]3)=[CH:16][CH:17]=2)=[CH:26][CH:25]=1)[CH3:28]. Procedure: 4-Ethyl-4'-[4'-(trans-4-ethylcyclohexyl)cyclohexen-1-yl]biphenyl (11 g, 0.030 mol) was dissolved in xylene (300 ml), and chloranil (16 g, 0.065 mol) was added, followed by reflux for 20 hours. After cooling, toluene (500 ml) was added, followed by washing once with 6N hydrochloric acid and three times with 2N NaOH, washing with saturated NaCl aqueous solution till the washing liquid became neutral, distilling off the solvent under reduced pressure, and recrystallizing from toluene to obtain an o...